From a dataset of the Open Reaction Database (ORD), a public repository of structured organic reaction records. describe an organic reaction: reactants, conditions, products, and yield Yields the product ClC=1C=C(C=C(C1)Cl)C1(CC(=NO1)C1=CC(=C(C=C1)SCC1=CC=CC=C1)C)C(F)(F)F (5-(3,5-dichlorophenyl)-4,5-dihydro-3-[3-methyl-4-[(phenylmethyl)thio]phenyl]-5-(trifluoromethyl)isoxazole). The yield is 80.0%. The reactants are O (water), ClC=1C=C(C=C(C1)Cl)C1(CC(=NO1)C1=CC(=C(C=C1)F)C)C(F)(F)F (5-(3,5-dichlorophenyl)-3-(4-fluoro-3-methylphenyl)-4,5-dihydro-5-(trifluoromethyl)isoxazole), product, C([O-])([O-])=O.[K+].[K+] (potassium carbonate), C(C1=CC=CC=C1)S (benzyl mercaptan). Run at temperature 90 celsius. Procedure details: To a solution of 5-(3,5-dichlorophenyl)-3-(4-fluoro-3-methylphenyl)-4,5-dihydro-5-(trifluoromethyl)isoxazole (i.e. the product from Step B of Example 2) (2.6 g, 6.65 mmol) and potassium carbonate (2.3 g, 16.6 mmol) in N,N-dimethylformamide (25 mL) was added benzyl mercaptan (0.782 mL, 6.65 mmol). The reaction mixture was heated at 90° C. for 4 h. The reaction mixture was then cooled and excess-water was added, and the mixture was extracted with ethyl acetate (2×100 mL). The organic extracts were... Solvent: CN(C=O)C (N,N-dimethylformamide). Reaction SMILES: [Cl:1][C:2]1[CH:3]=[C:4]([C:9]2([C:22]([F:25])([F:24])[F:23])[O:13][N:12]=[C:11]([C:14]3[CH:19]=[CH:18][C:17](F)=[C:16]([CH3:21])[CH:15]=3)[CH2:10]2)[CH:5]=[C:6]([Cl:8])[CH:7]=1.C(=O)([O-])[O-].[K+].[K+].[CH2:32]([SH:39])[C:33]1[CH:38]=[CH:37][CH:36]=[CH:35][CH:34]=1.O>CN(C)C=O>[Cl:1][C:2]1[CH:3]=[C:4]([C:9]2([C:22]([F:25])([F:24])[F:23])[O:13][N:12]=[C:11]([C:14]3[CH:19]=[CH:18][C:17]([S:39][CH2:32][C:33]4[CH:38]=[CH:37][CH:36]=[CH:35][CH:34]=4)=[C:16]([CH3:21])[CH:15]=3)[CH2:10]2)[CH:5]=[C:6]([Cl:8])[CH:7]=1 |f:1.2.3|. The reactants are ClC=1N=C(C2=C(N1)C(=CS2)C=C)N[C@H](C)C2=CC=CC=C2 ((R)-2-chloro-N-(1-phenylethyl)-7-vinylthieno[3,2-d]pyrimidin-4-amine), O1CCN(CC1)CCN (2-morpholinoethanamine). Product: O1CCN(CC1)CCNC=1N=C(C2=C(N1)C(=CS2)C=C)N[C@H](C)C2=CC=CC=C2 ((R)—N2-(2-morpholinoethyl)-N4-(1-phenylethyl)-7-vinylthieno[3,2-d]pyrimidin-2,4-diamine). The yield is 65.4%. Reaction SMILES: Cl[C:2]1[N:3]=[C:4]([NH:13][C@@H:14]([C:16]2[CH:21]=[CH:20][CH:19]=[CH:18][CH:17]=2)[CH3:15])[C:5]2[S:10][CH:9]=[C:8]([CH:11]=[CH2:12])[C:6]=2[N:7]=1.[O:22]1[CH2:27][CH2:26][N:25]([CH2:28][CH2:29][NH2:30])[CH2:24][CH2:23]1>>[O:22]1[CH2:27][CH2:26][N:25]([CH2:28][CH2:29][NH:30][C:2]2[N:3]=[C:4]([NH:13][C@@H:14]([C:16]3[CH:21]=[CH:20][CH:19]=[CH:18][CH:17]=3)[CH3:15])[C:5]3[S:10][CH:9]=[C:8]([CH:11]=[CH2:12])[C:6]=3[N:7]=2)[CH2:24][CH2:23]1. Reported procedure: The target compound of Example 47 (34 mg, 65% yield) was prepared in the same manner as Step 3 of Example 44 using (R)-2-chloro-N-(1-phenylethyl)-7-vinylthieno[3,2-d]pyrimidin-4-amine (40 mg, 0.127 mmol) and 2-morpholinoethanamine (82 mg, 0.63 mmol). Starting materials: C(C1=CC=CC=C1)OC(=O)N1C(=NC(C1)=O)N (2-amino-4-oxo-4,5-dihydro-imidazole-1-carboxylic acid benzyl ester), C1(CC1)C(=O)Cl (cyclopropanecarbonylchloride), CCN(C(C)C)C(C)C (Hunig's base). Run in C(C)#N (acetonitrile). Product: C(C1=CC=CC=C1)OC(=O)N1C(=NC(C1)=O)NC(=O)C1CC1 (2-(cyclopropanecarbonyl-amino)-4-oxo-4,5-dihydro-imidazole-1-carboxylic acid benzyl ester). The yield is 87.2%. Reaction SMILES: [CH2:1]([O:8][C:9]([N:11]1[CH2:15][C:14](=[O:16])[N:13]=[C:12]1[NH2:17])=[O:10])[C:2]1[CH:7]=[CH:6][CH:5]=[CH:4][CH:3]=1.[CH:18]1([C:21](Cl)=[O:22])[CH2:20][CH2:19]1.CCN(C(C)C)C(C)C>C(#N)C>[CH2:1]([O:8][C:9]([N:11]1[CH2:15][C:14](=[O:16])[N:13]=[C:12]1[NH:17][C:21]([CH:18]1[CH2:20][CH2:19]1)=[O:22])=[O:10])[C:2]1[CH:7]=[CH:6][CH:5]=[CH:4][CH:3]=1. Reported procedure: A suspension of 2-amino-4-oxo-4,5-dihydro-imidazole-1-carboxylic acid benzyl ester (100.0 mg, 0.43 mmol), cyclopropanecarbonylchloride (45.0 mg, 0.43 mmol) and Hunig's base (83.0 mg, 0.64 mmol) in acetonitrile (4 mL) was heated to reflux under argon for 0.5 hr. Cooled to r.t., the reaction mixture was concentrated and the residue was partitioned between EtOAc and water. The organic layer was dried over Na2SO4 and concentrated and the residue was triturated with AcOEt to give a suspension. The so... Reactants: ClS(=O)(=O)O (Chlorosulphonic acid), FC1=CC=C(C(=O)O)C=C1 (4-fluorobenzoic acid). Reaction conditions: temperature 150 celsius. Product: ClS(=O)(=O)C=1C=C(C(=O)O)C=CC1F (3-Chlorosulfonyl-4-fluoro-benzoic acid). RXN SMILES: [Cl:1][S:2]([OH:5])(=O)=[O:3].[F:6][C:7]1[CH:15]=[CH:14][C:10]([C:11]([OH:13])=[O:12])=[CH:9][CH:8]=1>>[Cl:1][S:2]([C:8]1[CH:9]=[C:10]([CH:14]=[CH:15][C:7]=1[F:6])[C:11]([OH:13])=[O:12])(=[O:5])=[O:3]. Reported procedure: Chlorosulphonic acid (100 ml, 1.5 mol) was gradually added to 4-fluorobenzoic acid (43 g, 0.307 mol) with stirring. The clear dark yellow mixture was heated to 150° C. for 24 hours. The yellow solution was cooled back to room temperature and poured onto ice with vigorous stirring. The white precipitate was filtered and pressed dry. The solid was dried overnight in a desiccator under vacuum and over activated silica (54.65 g, 75%). Mp: 116-117° C.; m/z (LC-MS, ESP), RT=4.03 min, (M−−1)=237-239 (r... The reactants are COC1=CC=C2CCC(C2=C1)NCC(=O)O (N-(6-Methoxy-1-indanyl)glycine), C(C)(=O)SCC(C(=O)Cl)C (3-acetylthio-2-methylpropionyl chloride), O (water). The solvent is CC(=O)N(C)C (dimethylacetamide). Run at time 2 hour. Yields the product C(C)(=O)SCC(C(=O)N(CC(=O)O)C1CCC2=CC=C(C=C12)OC)C (N-(3-acetylthio-2-methylpropionyl)-N-(6-methoxy-1-indanyl)glycine). Yield: 54.5%. As a reaction SMILES: [CH3:1][O:2][C:3]1[CH:11]=[C:10]2[C:6]([CH2:7][CH2:8][CH:9]2[NH:12][CH2:13][C:14]([OH:16])=[O:15])=[CH:5][CH:4]=1.[C:17]([S:20][CH2:21][CH:22]([CH3:26])[C:23](Cl)=[O:24])(=[O:19])[CH3:18].O>CC(N(C)C)=O>[C:17]([S:20][CH2:21][CH:22]([CH3:26])[C:23]([N:12]([CH:9]1[C:10]2[C:6](=[CH:5][CH:4]=[C:3]([O:2][CH3:1])[CH:11]=2)[CH2:7][CH2:8]1)[CH2:13][C:14]([OH:16])=[O:15])=[O:24])(=[O:19])[CH3:18]. Reported procedure: N-(6-Methoxy-1-indanyl)glycine (2.0 g) is suspended in 20 ml of dimethylacetamide, then 2.2 g of 3-acetylthio-2-methylpropionyl chloride is added dropwise with stirring at room temperature, and thereafter stirring is continued at room temperature for 2 hours. The reaction mixture is poured into 200 ml of water, and extracted with 200 ml of ethyl acetate. The extract is washed with 20 ml of 10% hydrochloric acid and with water, and dried over anhydrous sodium sulfate. After ethyl acetate is disti... Reactants: NC1=NC(=CC(=N1)OC)C (2-amino-4-methoxy-6-methylpyrimidine), C1(=C(C=CC=C1)S(=O)(=O)N=C=O)C1=CC=CC=C1 (2-biphenylylsulfonyl isocyanate). The solvent is ClCCl (dichloromethane), C1(=CC=CC=C1)C (toluene). Run at time 10 hour. Yields the product C1(=C(C=CC=C1)S(=O)(=O)NC(=O)NC1=NC(=CC(=N1)OC)C)C1=CC=CC=C1 (N-2-biphenylylsulfonyl-N'-(4-methoxy-6-methylpyrimidin-2-yl) urea). The yield is 86.9%. Reaction SMILES: [NH2:1][C:2]1[N:7]=[C:6]([O:8][CH3:9])[CH:5]=[C:4]([CH3:10])[N:3]=1.[C:11]1([C:23]2[CH:28]=[CH:27][CH:26]=[CH:25][CH:24]=2)[CH:16]=[CH:15][CH:14]=[CH:13][C:12]=1[S:17]([N:20]=[C:21]=[O:22])(=[O:19])=[O:18]>ClCCl.C1(C)C=CC=CC=1>[C:11]1([C:23]2[CH:24]=[CH:25][CH:26]=[CH:27][CH:28]=2)[CH:16]=[CH:15][CH:14]=[CH:13][C:12]=1[S:17]([NH:20][C:21]([NH:1][C:2]1[N:7]=[C:6]([O:8][CH3:9])[CH:5]=[C:4]([CH3:10])[N:3]=1)=[O:22])(=[O:19])=[O:18]. Procedure: 13.9 g of 2-amino-4-methoxy-6-methylpyrimidine were dissolved in 150 ml of dry dichloromethane. To this solution was added dropwise a solution of 28.5 g of 2-biphenylylsulfonyl isocyanate in 40 ml of toluene over an hour. During this addition, the internal temperature was maintained at room temperature. When the addition was finished, the mixture was stirred at room temperature for 10 hours to complete the reaction. After completion of the reaction, the mixture was concentrated to about half the... The reactants are Cl (HCl), [BH4-].[Na+] (sodium borohydride), [I-].NC=1C(=NC(=C(N1)C1=CC=CC=C1)C1=NN(C(C=C1)=O)C(C)C)C1=CC=[N+](C=C1)C (4-[3-amino-6-(1-isopropyl-6-oxo-1,6-dihydro-3-pyridazinyl)-5-phenyl-2-pyrazinyl]-1-methylpyridinium iodide). The solvent is CO (MeOH), C(Cl)(Cl)Cl (CHCl3), CO (MeOH), CC(=O)C (acetone). Conditions: time 30 minute. Product: NC=1N=C(C(=NC1C=1CCN(CC1)C)C=1C=CC(N(N1)C(C)C)=O)C1=CC=CC=C1 (6-[5-amino-6-(1-methyl-1,2,3,6-tetrahydro-4-pyridyl)-3-phenyl-2-pyrazinyl]-2-isopropyl-3(2H)-pyridazinone). Isolated yield 13.8%. RXN SMILES: [BH4-].[Na+].[I-].[NH2:4][C:5]1[C:6]([C:27]2[CH:32]=[CH:31][N+:30]([CH3:33])=[CH:29][CH:28]=2)=[N:7][C:8]([C:17]2[CH:22]=[CH:21][C:20](=[O:23])[N:19]([CH:24]([CH3:26])[CH3:25])[N:18]=2)=[C:9]([C:11]2[CH:16]=[CH:15][CH:14]=[CH:13][CH:12]=2)[N:10]=1.Cl>CO.C(Cl)(Cl)Cl.CC(C)=O>[NH2:4][C:5]1[N:10]=[C:9]([C:11]2[CH:12]=[CH:13][CH:14]=[CH:15][CH:16]=2)[C:8]([C:17]2[CH:22]=[CH:21][C:20](=[O:23])[N:19]([CH:24]([CH3:26])[CH3:25])[N:18]=2)=[N:7][C:6]=1[C:27]1[CH2:32][CH2:31][N:30]([CH3:33])[CH2:29][CH:28]=1 |f:0.1,2.3|. Procedure details: Under ice-cooling, sodium borohydride (30.7 mg) was added to a solution of 4-[3-amino-6-(1-isopropyl-6-oxo-1,6-dihydro-3-pyridazinyl)-5-phenyl-2-pyrazinyl]-1-methylpyridinium iodide (142 mg) in MeOH (4.26 ml) and the mixture was stirred at the same temperature for 30 minutes. After addition of 1N HCl (0.6 ml), MeOH was evaporated under reduced pressure to give a residue. The residue was dissolved in CHCl3, dried over MgSO4 and purified by column chromatography on silica gel eluting with a mixtur...